Dataset: the Open Reaction Database (ORD), a public repository of structured organic reaction records. Task: describe an organic reaction: reactants, conditions, products, and yield The reactants are COC(C1=CC(=CC=C1)[C@@H]1CN(CCC1)C(=O)[C@H]1COC2=C(O1)C=CC=C2)=O ((R*)-3-[1-((R)-2,3-Dihydrobenzo[1,4]dioxine-2-carbonyl)piperidin-3-yl]benzoic acid methyl ester), [H-].[H-].[H-].[H-].[Li+].[Al+3] (LiAlH4), O (Water), [OH-].[Na+] (NaOH), O (water). Solvent: C1CCOC1 (THF). Run at temperature 0 celsius, time 2 hour. Product: O1[C@H](COC2=C1C=CC=C2)CN2C[C@H](CCC2)C=2C=C(C=CC2)CO ((3-{(R*)-1-[(S)-1-(2,3-Dihydrobenzo[1,4]dioxin-2-yl)methyl]piperidin-3-yl}-phenyl)methanol). Yield: 7.0%. RXN SMILES: C[O:2][C:3](=O)[C:4]1[CH:9]=[CH:8][CH:7]=[C:6]([C@H:10]2[CH2:15][CH2:14][CH2:13][N:12]([C:16]([C@@H:18]3[O:23][C:22]4[CH:24]=[CH:25][CH:26]=[CH:27][C:21]=4[O:20][CH2:19]3)=O)[CH2:11]2)[CH:5]=1.[H-].[H-].[H-].[H-].[Li+].[Al+3].O.[OH-].[Na+]>C1COCC1>[O:23]1[C:22]2[CH:24]=[CH:25][CH:26]=[CH:27][C:21]=2[O:20][CH2:19][C@@H:18]1[CH2:16][N:12]1[CH2:13][CH2:14][CH2:15][C@H:10]([C:6]2[CH:5]=[C:4]([CH2:3][OH:2])[CH:9]=[CH:8][CH:7]=2)[CH2:11]1 |f:1.2.3.4.5.6,8.9|. Procedure: ((R*)-3-[1-((R)-2,3-Dihydrobenzo[1,4]dioxine-2-carbonyl)piperidin-3-yl]benzoic acid methyl ester (54 mg, 0.147 mmol) was dissolved in dry THF (4 ml) and cooled to 0° C. LiAlH4 (26 mg, 0.680 mmol) was added and the mixture was stirred at RT for 2 h. Water (1 ml), 1 M NaOH (1 ml) and again water (1 ml) were added slowly. The mixture was filtered through Celite and evaporated. Flash chromatography, using a gradient of heptane/EtOAc, gave 3.5 mg of the title compound. Starting materials: FC1=C(C=CC(=C1)B1OC(C(O1)(C)C)(C)C)C=1N=CC(=NC1)N (5-(2-fluoro-4-(4,4,5,5-tetramethyl-1,3,2-dioxaborolan-2-yl)phenyl)-pyrazin-2-amine), BrC1=C(C=CC=C1)S(=O)(=O)N1CCC(CC1)(F)F (1-((2-bromophenyl)sulfonyl)-4,4-difluoropiperidine). The product is FC1(CCN(CC1)S(=O)(=O)C1=C(C=CC=C1)C1=CC(=C(C=C1)C=1N=CC(=NC1)N)F)F (5-{2′-[(4,4-Difluoropiperidin-1-yl)sulfonyl]-3-fluorobiphenyl-4-yl}pyrazin-2-amine). Reaction SMILES: [F:1][C:2]1[CH:7]=[C:6](B2OC(C)(C)C(C)(C)O2)[CH:5]=[CH:4][C:3]=1[C:17]1[N:18]=[CH:19][C:20]([NH2:23])=[N:21][CH:22]=1.Br[C:25]1[CH:30]=[CH:29][CH:28]=[CH:27][C:26]=1[S:31]([N:34]1[CH2:39][CH2:38][C:37]([F:41])([F:40])[CH2:36][CH2:35]1)(=[O:33])=[O:32]>>[F:41][C:37]1([F:40])[CH2:38][CH2:39][N:34]([S:31]([C:26]2[CH:25]=[CH:30][CH:29]=[CH:28][C:27]=2[C:6]2[CH:5]=[CH:4][C:3]([C:17]3[N:18]=[CH:19][C:20]([NH2:23])=[N:21][CH:22]=3)=[C:2]([F:1])[CH:7]=2)(=[O:33])=[O:32])[CH2:35][CH2:36]1. Reported procedure: The title compound was prepared in a manner similar to that described in Example 448 using 5-(2-fluoro-4-(4,4,5,5-tetramethyl-1,3,2-dioxaborolan-2-yl)phenyl)-pyrazin-2-amine and 1-((2-bromophenyl)sulfonyl)-4,4-difluoropiperidine. MS (ESI): mass calcd. for C21H19F3N4O2S, 448.12; m/z found, 449.2 [M+H]+. 1H NMR (400 MHz, CD3OD) δ 8.35 (s, 1H), 8.27 (d, J=1.4, 1H), 8.12 (d, J=8.0, 1H), 7.98 (m, 1H), 7.75-7.67 (m, 1H), 7.63 (m, 1H), 7.43 (d, J=7.6, 1H), 7.32 (d, J=10.6, 2H), 3.02-2.93 (m, 4H), 1.90-...